From a dataset of the Open Reaction Database (ORD), a public repository of structured organic reaction records. describe an organic reaction: reactants, conditions, products, and yield The reactants are COCC(CC(=O)OC)=O (methyl 4-methoxy-acetoacetate), OC1CCNCC1 (4-hydroxypiperidine). Product: OC1CCN(CC1)C(CC(COC)=O)=O (1-(4-Hydroxypiperidin-1-yl)-4-methoxybutane-1,3-dione). Isolated yield 32.4%. As a reaction SMILES: [CH3:1][O:2][CH2:3][C:4](=[O:10])[CH2:5][C:6]([O:8]C)=O.[OH:11][CH:12]1[CH2:17][CH2:16][NH:15][CH2:14][CH2:13]1>>[OH:11][CH:12]1[CH2:17][CH2:16][N:15]([C:6](=[O:8])[CH2:5][C:4](=[O:10])[CH2:3][O:2][CH3:1])[CH2:14][CH2:13]1. Procedure details: 0.34 mol (48.7 g) of methyl 4-methoxy-acetoacetate and 0.36 mol (36.0 g) of 4-hydroxypiperidine were stirred for 5 h at 120° C. at a Dean-Stark apparatus. 45 g of the crude product was purified over 1 kg of silica gel with ethyl acetate/ethanol 9/1. 23.7 g of the title compound were obtained. As a reaction SMILES: [CH3:1][N:2]1[C@H:11]2[C@@:6]([CH3:17])([C:7]3[CH:15]=[CH:14][C:13](Br)=[CH:12][C:8]=3[CH2:9][CH2:10]2)[CH2:5][CH2:4][C:3]1=[O:18].[CH3:19][C:20]1[C:25]([CH3:26])=[CH:24][CH:23]=[CH:22][C:21]=1B(O)O.C(=O)([O-])[O-].[Na+].[Na+].C1COCC1>C(Cl)(Cl)Cl.[Pd].C1(P(C2C=CC=CC=2)C2C=CC=CC=2)C=CC=CC=1.C1(P(C2C=CC=CC=2)C2C=CC=CC=2)C=CC=CC=1.C1(P(C2C=CC=CC=2)C2C=CC=CC=2)C=CC=CC=1.C1(P(C2C=CC=CC=2)C2C=CC=CC=2)C=CC=CC=1>[CH3:1][N:2]1[C@H:11]2[C@@:6]([CH3:17])([C:7]3[CH:15]=[CH:14][C:13]([C:21]4[CH:22]=[CH:23][CH:24]=[C:25]([CH3:26])[C:20]=4[CH3:19])=[CH:12][C:8]=3[CH2:9][CH2:10]2)[CH2:5][CH2:4][C:3]1=[O:18] |f:2.3.4,7.8.9.10.11|. The product is CN1C(CC[C@@]2(C3=C(CC[C@@H]12)C=C(C=C3)C3=C(C(=CC=C3)C)C)C)=O ((+)-(4aR)-(10bR)-4-methyl-8-(2,3-dimethylphenyl)-10b-methyl-1,2,3,4,4a, 5,6,10b-octahydrobenzo[f]quinolin-3-one). Reactants: CN1C(CC[C@@]2(C3=C(CC[C@@H]12)C=C(C=C3)Br)C)=O ((+)(4aR)-(10bR)-4-methyl-8-bromo-10b-methyl-1,2,3,4,4a,5,6,10b-octahydrobenzo[f]quinolin-3-one), CC1=C(C=CC=C1C)B(O)O (2,3-dimethylphenylboronic acid), C([O-])([O-])=O.[Na+].[Na+] (sodium carbonate), C1CCOC1 (THF). The solvent is C(Cl)(Cl)Cl (chloroform). Isolated yield 25.4%. Reagents/catalysts: [Pd].C1(=CC=CC=C1)P(C1=CC=CC=C1)C1=CC=CC=C1.C1(=CC=CC=C1)P(C1=CC=CC=C1)C1=CC=CC=C1.C1(=CC=CC=C1)P(C1=CC=CC=C1)C1=CC=CC=C1.C1(=CC=CC=C1)P(C1=CC=CC=C1)C1=CC=CC=C1 (tetrakis (triphenylphosphine) palladium (0)). Procedure: A 15 mL round bottom flask was charged with (+)(4aR)-(10bR)-4-methyl-8-bromo-10b-methyl-1,2,3,4,4a,5,6,10b-octahydrobenzo[f]quinolin-3-one (200 mg, 0.65 mmol), tetrakis (triphenylphosphine) palladium (0) (23 mg, 0.02 mmol), 2,3-dimethylphenylboronic acid (117 mg, 0.78 mmol), 0.65 mL of 2M sodium carbonate solution and 2 mL of THF, fitted with a reflux condenser, and the stirred mixture was heated at 80°, under nitrogen, for 24 h. The mixture was cooled, diluted with chloroform (50 mL) and washed...